The task is: describe an organic reaction: reactants, conditions, products, and yield. This data is from the Open Reaction Database (ORD), a public repository of structured organic reaction records. Starting materials: IC1=CC=C(CC2C(CCC2)=O)C=C1 (2-(4′-iodobenzyl)cyclopentanone), C#CCCCCCC (1-Octyne). Solvent: C1CCOC1 (THF). Conditions: time 6 hour. Yields the product C(#CCCCCCC)C1=CC=C(CC2C(CCC2)=O)C=C1 (2-(4′-(oct-1-ynyl)benzyl)cyclopentanone). RXN SMILES: [CH:1]#[C:2][CH2:3][CH2:4][CH2:5][CH2:6][CH2:7][CH3:8].I[C:10]1[CH:22]=[CH:21][C:13]([CH2:14][CH:15]2[CH2:19][CH2:18][CH2:17][C:16]2=[O:20])=[CH:12][CH:11]=1>C1COCC1>[C:1]([C:10]1[CH:22]=[CH:21][C:13]([CH2:14][CH:15]2[CH2:19][CH2:18][CH2:17][C:16]2=[O:20])=[CH:12][CH:11]=1)#[C:2][CH2:3][CH2:4][CH2:5][CH2:6][CH2:7][CH3:8]. Procedure details: 1.1 g (10 mmol) of 1-Octyne was added to a flame dried 25 mL flask charged with a 10 mL THF solution of 1.49 g (5 mmol) of 2-(4′-iodobenzyl)cyclopentanone (3). After degassing for 30 minutes, 2 mL triethylamine, 5 mg of CuI and 10 mg of Pd(PPh3)4 were added under N2 protection. The reaction was stirred at room temperature for 6 hrs, then the solvent removed in vacuo and residue chromotographed with chloroform eluent to give 1.25 g (93%) as a yellow oil. Reactants: BrB(Br)Br, COc1cc2cc(C=O)c(Cl)nc2cc1F, ClCCl. Yields the product O=Cc1cc2cc(O)c(F)cc2nc1Cl. Reaction SMILES: [B:17]([Br:18])([Br:19])[Br:20].[Cl:1][c:2]1[n:3][c:4]2[cH:5][c:6]([F:16])[c:7]([O:14][CH3:15])[cH:8][c:9]2[cH:10][c:11]1[CH:12]=[O:13].[Cl:21][CH2:22][Cl:23]>>[Cl:1][c:2]1[n:3][c:4]2[cH:5][c:6]([F:16])[c:7]([OH:14])[cH:8][c:9]2[cH:10][c:11]1[CH:12]=[O:13].